This data is from the Open Reaction Database (ORD), a public repository of structured organic reaction records. The task is: describe an organic reaction: reactants, conditions, products, and yield The reactants are CC(C)(C)[Si](C)(C)Cl, CCOC(C)=O, CC1(O)C(O)C(CO)OC1n1ccc2c(N)ncnc21, c1ccncc1. Yields the product CC1(O)C(O)C(CO[Si](C)(C)C(C)(C)C)OC1n1ccc2c(N)ncnc21. RXN SMILES: [C:21]([CH3:22])([CH3:23])([CH3:24])[Si:25]([CH3:26])([CH3:27])[Cl:28].[CH3:35][CH2:36][O:37][C:38](=[O:39])[CH3:40].[NH2:1][c:2]1[c:3]2[c:4]([n:5][cH:6][n:7]1)[n:8]([CH:11]1[C:12]([OH:13])([CH3:20])[CH:14]([OH:15])[CH:16]([CH2:18][OH:19])[O:17]1)[cH:9][cH:10]2.[cH:29]1[cH:30][cH:31][n:32][cH:33][cH:34]1>>[NH2:1][c:2]1[c:3]2[c:4]([n:5][cH:6][n:7]1)[n:8]([CH:11]1[C:12]([OH:13])([CH3:20])[CH:14]([OH:15])[CH:16]([CH2:18][O:19][Si:25]([C:21]([CH3:22])([CH3:23])[CH3:24])([CH3:26])[CH3:27])[O:17]1)[cH:9][cH:10]2.